Dataset: the Open Reaction Database (ORD), a public repository of structured organic reaction records. Task: describe an organic reaction: reactants, conditions, products, and yield Reactants: ClCCl, [Na+], [Na+], O, CSc1cnc2ccsc2c1O, O=C(OO)c1cccc(Cl)c1, O=S([O-])[O-]. Yields the product CS(=O)c1cnc2ccsc2c1O. Reaction SMILES: [Cl:30][CH2:31][Cl:32].[Na+:28].[Na+:29].[OH2:33].[OH:12][c:13]1[c:14]2[c:15]([n:16][cH:17][c:18]1[S:19][CH3:20])[cH:21][cH:22][s:23]2.[OH:1][O:2][C:3]([c:4]1[cH:5][c:6]([Cl:7])[cH:8][cH:9][cH:10]1)=[O:11].[S:24]([O-:25])([O-:26])=[O:27]>>[O:1]=[S:19]([c:18]1[c:13]([OH:12])[c:14]2[c:15]([n:16][cH:17]1)[cH:21][cH:22][s:23]2)[CH3:20]. Reactants: Cc1n[nH]c(C)c1Br, [K+], [K+], O=C([O-])[O-], C1COCCO1, CC1(C)OB(c2cc(C(N)=O)c3[nH]cc(C4CCS(=O)(=O)CC4)c3c2)OC1(C)C, O. Yields the product Cc1n[nH]c(C)c1-c1cc(C(N)=O)c2[nH]cc(C3CCS(=O)(=O)CC3)c2c1. RXN SMILES: [Br:1][c:2]1[c:3]([CH3:8])[n:4][nH:5][c:6]1[CH3:7].[K+:38].[K+:39].[O-:40][C:41]([O-:42])=[O:43].[O:45]1[CH2:46][CH2:47][O:48][CH2:49][CH2:50]1.[O:9]=[S:10]1(=[O:37])[CH2:11][CH2:12][CH:13]([c:16]2[cH:17][nH:18][c:19]3[c:20]([C:34](=[O:35])[NH2:36])[cH:21][c:22]([B:25]4[O:26][C:27]([CH3:28])([CH3:29])[C:30]([CH3:31])([CH3:32])[O:33]4)[cH:23][c:24]23)[CH2:14][CH2:15]1.[OH2:44]>>[c:2]1(-[c:22]2[cH:21][c:20]([C:34](=[O:35])[NH2:36])[c:19]3[nH:18][cH:17][c:16]([CH:13]4[CH2:12][CH2:11][S:10](=[O:9])(=[O:37])[CH2:15][CH2:14]4)[c:24]3[cH:23]2)[c:3]([CH3:8])[n:4][nH:5][c:6]1[CH3:7]. Reactants: C(=O)O.NCCC1=CC=C(NC2CCN(CC2)C(=O)NCC2=CC=C(C=C2)F)C=C1 (4-[4-(2-Aminoethyl)anilino]-N-(4-fluorobenzyl)-1-piperidinecarboxamide formate), CS(=O)(=O)N(C(OC(C)(C)C)=O)C1=CC(=CC=C1)OC[C@H]1OC1 (tert-butyl methylsulfonyl{3-[(2S)oxiranylmethoxy]phenyl]carbamate). Product: FC1=CC=C(CNC(=O)N2CCC(CC2)NC2=CC=C(CCNC[C@@H](COC=3C=C(C=CC3)N(C(OC(C)(C)C)=O)S(=O)(=O)C)O)C=C2)C=C1 (tert-butyl 3-{[(2S)-3-({4-[(1-{[(4-fluorobenzyl)amino]carbonyl}-4-piperidinyl)amino]phenethyl}amino)-2-hydroxypropyl]oxy}phenyl(methylsulfonyl)carbamate). Run in C(Cl)(Cl)Cl.CO (chloroform methanol). Reaction SMILES: C(O)=O.[NH2:4][CH2:5][CH2:6][C:7]1[CH:30]=[CH:29][C:10]([NH:11][CH:12]2[CH2:17][CH2:16][N:15]([C:18]([NH:20][CH2:21][C:22]3[CH:27]=[CH:26][C:25]([F:28])=[CH:24][CH:23]=3)=[O:19])[CH2:14][CH2:13]2)=[CH:9][CH:8]=1.[CH3:31][S:32]([N:35]([C:43]1[CH:48]=[CH:47][CH:46]=[C:45]([O:49][CH2:50][C@@H:51]2[CH2:53][O:52]2)[CH:44]=1)[C:36](=[O:42])[O:37][C:38]([CH3:41])([CH3:40])[CH3:39])(=[O:34])=[O:33]>C(Cl)(Cl)Cl.CO>[F:28][C:25]1[CH:24]=[CH:23][C:22]([CH2:21][NH:20][C:18]([N:15]2[CH2:14][CH2:13][CH:12]([NH:11][C:10]3[CH:9]=[CH:8][C:7]([CH2:6][CH2:5][NH:4][CH2:53][C@H:51]([OH:52])[CH2:50][O:49][C:45]4[CH:44]=[C:43]([N:35]([S:32]([CH3:31])(=[O:34])=[O:33])[C:36](=[O:42])[O:37][C:38]([CH3:39])([CH3:40])[CH3:41])[CH:48]=[CH:47][CH:46]=4)=[CH:30][CH:29]=3)[CH2:17][CH2:16]2)=[O:19])=[CH:27][CH:26]=1 |f:0.1,3.4|. Procedure details: 4-[4-(2-Aminoethyl)anilino]-N-(4-fluorobenzyl)-1-piperidinecarboxamide formate (0.591 g, 1.42 mmol) was reacted with tert-butyl methylsulfonyl{3-[(2S)oxiranylmethoxy]phenyl]carbamate (0.488 g, 1.42 mmol) according to Procedure G (eluant: 20:1 going to 10:1 chloroform-methanol) to give tert-butyl 3-{[(2S)-3-({4-[(1-{[(4-fluorobenzyl)amino]carbonyl}-4-piperidinyl)amino]phenethyl}amino)-2-hydroxypropyl]oxy}phenyl(methylsulfonyl)carbamate which was dissolved in formic acid and stirred at ambient tem... Product: C(C)(C)(C)N1N=CC(=C(C1=O)Cl)OCC=1C=NC(=CC1)OCC1=CC=C(C=C1)F (2-t-butyl-4-chloro-5-[{6-(4-fluorobenzyloxy)-3-pyridyl}-methyloxy]-3(2H)-pyridazinone). Reaction SMILES: [F:1][C:2]1[CH:17]=[CH:16][C:5]([CH2:6][O:7][C:8]2[N:13]=[CH:12][C:11]([CH2:14][OH:15])=[CH:10][CH:9]=2)=[CH:4][CH:3]=1.[H-].[Na+].[C:20]([N:24]1[C:29](=[O:30])[C:28]([Cl:31])=[C:27](Cl)[CH:26]=[N:25]1)([CH3:23])([CH3:22])[CH3:21].C(OC(C)C)(C)C>CN(C)C=O>[C:20]([N:24]1[C:29](=[O:30])[C:28]([Cl:31])=[C:27]([O:15][CH2:14][C:11]2[CH:12]=[N:13][C:8]([O:7][CH2:6][C:5]3[CH:16]=[CH:17][C:2]([F:1])=[CH:3][CH:4]=3)=[CH:9][CH:10]=2)[CH:26]=[N:25]1)([CH3:23])([CH3:21])[CH3:22] |f:1.2|. Run in CN(C=O)C (N,N-dimethylformamide). Conditions: temperature 0 celsius. Reported procedure: To a solution of 2.3 g of 6-(4-fluorobenzyloxy)-3-pyridine methanol in 20 ml of N,N-dimethylformamide was added under stirring at 0° C. 0.5 g of 55% sodium hydride (in mineral oil). After stirring for 30 minutes at room temperature, thereto was added 2.2 g of 2-t-butyl-4,5-dichloro-3(2H)-pyridazinone. The reaction mixture was stirred at room temperature for additional 8 hours, poured into 50 ml of ice water and extracted twice with 50 ml of benzene. The organic layer was washed with water, dried... The reactants are crude product, C(C)(C)OC(C)C (isopropyl ether), ice water, FC1=CC=C(COC2=CC=C(C=N2)CO)C=C1 (6-(4-fluorobenzyloxy)-3-pyridine methanol), C(C)(C)(C)N1N=CC(=C(C1=O)Cl)Cl (2-t-butyl-4,5-dichloro-3(2H)-pyridazinone), [H-].[Na+] (sodium hydride). Isolated yield 77.7%. The solvent is C(C)O (ethanol), O (water). Isolated yield 92.1%. Reaction conditions: time 18 hour. Reactants: C(C)(C)(C)OC(=O)NC(CC1=CC(=CC=2C=COC21)C(=O)OC)C (N-tert-butoxycarbonyl 1-(5-methoxycarbonylbenzofur-7-yl)-2-aminopropane), [OH-].[Na+] (sodium hydroxide). Reaction SMILES: [C:1]([O:5][C:6]([NH:8][CH:9]([CH3:24])[CH2:10][C:11]1[C:19]2[O:18][CH:17]=[CH:16][C:15]=2[CH:14]=[C:13]([C:20]([O:22]C)=[O:21])[CH:12]=1)=[O:7])([CH3:4])([CH3:3])[CH3:2].[OH-].[Na+]>C(O)C.O>[C:1]([O:5][C:6]([NH:8][CH:9]([CH3:24])[CH2:10][C:11]1[C:19]2[O:18][CH:17]=[CH:16][C:15]=2[CH:14]=[C:13]([C:20]([OH:22])=[O:21])[CH:12]=1)=[O:7])([CH3:4])([CH3:2])[CH3:3] |f:1.2|. Procedure: A mixture of 0.341 gm (1.02 mMol) N-tert-butoxycarbonyl 1-(5-methoxycarbonylbenzofur-7-yl)-2-aminopropane (EXAMPLE 41) and 0.204 gm (5.1 mMol) sodium hydroxide in 2 mL ethanol and 0.5 mL water was stirred at room temperature for 18 hours. The reaction mixture was concentrated under reduced pressure and the residue dissolved in water. This aqueous solution was washed with ethyl acetate and the organic phase discarded. The remaining aqueous phase was made acidic by the addition of aqueous potassiu... Yields the product C(C)(C)(C)OC(=O)NC(CC1=CC(=CC=2C=COC21)C(=O)O)C (N-tert-butoxycarbonyl 1-(5-carboxybenzofur-7-yl)-2-aminopropane).